From a dataset of the Open Reaction Database (ORD), a public repository of structured organic reaction records. describe an organic reaction: reactants, conditions, products, and yield Starting materials: BrC1=CN=C(S1)C(=O)[C@@H]1CC[C@H](CC1)C(=O)OCC (ethyl trans-4-[(5-bromo-1,3-thiazol-2-yl)carbonyl]cyclohexanecarboxylate), C(C)(C)[Mg]Br (isopropylmagnesium bromide). The solvent is C1CCOC1 (THF). Reaction conditions: temperature 0 celsius, time 15 minute. The product is BrC1=CN=C(S1)C(C(C)C)(O)[C@@H]1CC[C@H](CC1)C(=O)OCC (racemic ethyl trans-4-[1-(5-bromo-1,3-thiazol-2-yl)-1-hydroxy-2-methylpropyl]cyclohexanecarboxylate). Reaction SMILES: [Br:1][C:2]1[S:6][C:5]([C:7]([C@H:9]2[CH2:14][CH2:13][C@H:12]([C:15]([O:17][CH2:18][CH3:19])=[O:16])[CH2:11][CH2:10]2)=[O:8])=[N:4][CH:3]=1.[CH:20]([Mg]Br)([CH3:22])[CH3:21]>C1COCC1>[Br:1][C:2]1[S:6][C:5]([C:7]([C@H:9]2[CH2:10][CH2:11][C@H:12]([C:15]([O:17][CH2:18][CH3:19])=[O:16])[CH2:13][CH2:14]2)([OH:8])[CH:20]([CH3:22])[CH3:21])=[N:4][CH:3]=1. Reported procedure: A solution of ethyl trans-4-[(5-bromo-1,3-thiazol-2-yl)carbonyl]cyclohexanecarboxylate (800 mg, 2.31 mmol) in anhydrous THF (16 ml) was treated dropwise over 1 h with isopropylmagnesium bromide (2.31 mmol, 2 M, 1.15 mL) at 0° C. under a nitrogen atmosphere. After stirring at 0° C. for 15 min, the reaction was allowed to reach room temperature. After 1 h, the reaction mixture was quenched with saturated ammonium chloride and taken up in ethyl acetate, washed with brine and dried over magnesium su... Starting materials: C(C1=CC=CC=C1)N(S(=O)(=O)C)C1COC2=C(C=C(C=C2C1)C#N)C(=O)C=1N(C=NC1)C (N-Benzyl-N-[6-cyano-8-(3-methyl-3H-imidazole-4-carbonyl)-chroman-3-yl]-methanesulfonamide), ClC1=CC=C(C=C1)[Mg]Br (p-chlorophenyl magnesium bromide), [NH4+].[Cl-] (NH4Cl). The solvent is O1CCCC1 (tetrahydrofuran). Reaction conditions: time 2 hour. The product is C(C1=CC=CC=C1)N(S(=O)(=O)C)C1COC2=C(C=C(C=C2C1)C#N)C(C=1N(C=NC1)C)(O)C1=CC=C(C=C1)Cl (N-Benzyl-N-{8-[(4-chloro-phenyl)-hydroxy-(3-methyl-3H-imidazol-4-yl)-methyl]-6-cyano-chroman-3-yl}-methanesulfonamide). The yield is 44.4%. As a reaction SMILES: [CH2:1]([N:8]([CH:13]1[CH2:22][C:21]2[C:16](=[C:17]([C:25]([C:27]3[N:28]([CH3:32])[CH:29]=[N:30][CH:31]=3)=[O:26])[CH:18]=[C:19]([C:23]#[N:24])[CH:20]=2)[O:15][CH2:14]1)[S:9]([CH3:12])(=[O:11])=[O:10])[C:2]1[CH:7]=[CH:6][CH:5]=[CH:4][CH:3]=1.[Cl:33][C:34]1[CH:39]=[CH:38][C:37]([Mg]Br)=[CH:36][CH:35]=1.[NH4+].[Cl-]>O1CCCC1>[CH2:1]([N:8]([CH:13]1[CH2:22][C:21]2[C:16](=[C:17]([C:25]([C:37]3[CH:38]=[CH:39][C:34]([Cl:33])=[CH:35][CH:36]=3)([OH:26])[C:27]3[N:28]([CH3:32])[CH:29]=[N:30][CH:31]=3)[CH:18]=[C:19]([C:23]#[N:24])[CH:20]=2)[O:15][CH2:14]1)[S:9]([CH3:12])(=[O:11])=[O:10])[C:2]1[CH:3]=[CH:4][CH:5]=[CH:6][CH:7]=1 |f:2.3|. Reported procedure: To suspension of Example 7 (25 mg, 0.5 mmol) in tetrahydrofuran (0.5 mL) at 0° C. was added a solution of p-chlorophenyl magnesium bromide (1M in ether, 0.1 mL, 0.1 mmol). After stirring for 2 h at RT, the mixture was treated with NH4Cl solution and extracted with dichloromethane. The combined organic extracts were dried, concentrated and the residue was purified by reverse phase preparative HPLC. The appropriate fraction were mixed, concentrated and converted to HCl salt to afford the title com... Reactants: Cl, CC1(C)N=C(c2ccccc2F)c2cc([N+](=O)[O-])ccc2-n2cnnc21, [Na+], [OH-], Cl[Sn](Cl)(Cl)Cl. Yields the product CC1(C)N=C(c2ccccc2F)c2cc(N)ccc2-n2cnnc21. RXN SMILES: [ClH:34].[F:1][c:2]1[c:3]([C:8]2=[N:9][C:10]([CH3:25])([CH3:26])[c:11]3[n:12]([cH:22][n:23][n:24]3)-[c:13]3[c:14]2[cH:15][c:16]([N+:19]([O-:20])=[O:21])[cH:17][cH:18]3)[cH:4][cH:5][cH:6][cH:7]1.[Na+:33].[OH-:32].[Sn:27]([Cl:28])([Cl:29])([Cl:30])[Cl:31]>>[F:1][c:2]1[c:3]([C:8]2=[N:9][C:10]([CH3:25])([CH3:26])[c:11]3[n:12]([cH:22][n:23][n:24]3)-[c:13]3[c:14]2[cH:15][c:16]([NH2:19])[cH:17][cH:18]3)[cH:4][cH:5][cH:6][cH:7]1. RXN SMILES: [CH3:19][OH:20].[c:1]1([CH:7]([CH:8]([CH3:9])[NH:10][C:11]([O:12][C:13]([CH3:14])([CH3:15])[CH3:16])=[O:17])[OH:18])[cH:2][cH:3][cH:4][cH:5][cH:6]1>>[c:1]1([CH:7]([CH:8]([CH3:9])[NH2:10])[OH:18])[cH:2][cH:3][cH:4][cH:5][cH:6]1. Starting materials: CO, CC(NC(=O)OC(C)(C)C)C(O)c1ccccc1. The product is CC(N)C(O)c1ccccc1. Starting materials: ClC1=C(C(=NC2=CC(=CC=C12)F)C1=CC(=CC(=C1)C)C)C (4-chloro-2-(3,5-dimethylphenyl)-7-fluoro-3-methylquinoline), CC1(CNC=2C1=NC=C(C2)N2CCOCC2)C (4-(3,3-dimethyl-2,3-dihydro-1H-pyrrolo[3,2-b]pyridin-6-yl)morpholine), CC(C)C1=CC(=C(C(=C1)C(C)C)C2=C(C=CC=C2)P(C3CCCCC3)C4CCCCC4)C(C)C (XPhos), CC(C)([O-])C.[Na+] (sodium tert-butoxide). The reagents and catalysts are C=1C=CC(=CC1)/C=C/C(=O)/C=C/C2=CC=CC=C2.C=1C=CC(=CC1)/C=C/C(=O)/C=C/C2=CC=CC=C2.C=1C=CC(=CC1)/C=C/C(=O)/C=C/C2=CC=CC=C2.[Pd].[Pd] (Pd2dba3). The solvent is C1(=CC=CC=C1)C (toluene), O (water), CCOC(=O)C (EtOAc). Run at temperature 100 celsius. Product: CC1(CN(C=2C1=NC=C(C2)N2CCOCC2)C2=C(C(=NC1=CC(=CC=C21)F)C2=CC(=CC(=C2)C)C)C)C (4-(3,3-dimethyl-6-(4-morpholinyl)-2,3-dihydro-1H-pyrrolo[3,2-b]pyridin-1-yl)-2-(3,5-dimethylphenyl)-7-fluoro-3-methylquinoline). RXN SMILES: Cl[C:2]1[C:11]2[C:6](=[CH:7][C:8]([F:12])=[CH:9][CH:10]=2)[N:5]=[C:4]([C:13]2[CH:18]=[C:17]([CH3:19])[CH:16]=[C:15]([CH3:20])[CH:14]=2)[C:3]=1[CH3:21].[CH3:22][C:23]1([CH3:38])[C:27]2=[N:28][CH:29]=[C:30]([N:32]3[CH2:37][CH2:36][O:35][CH2:34][CH2:33]3)[CH:31]=[C:26]2[NH:25][CH2:24]1.CC(C1C=C(C(C)C)C(C2C=CC=CC=2P(C2CCCCC2)C2CCCCC2)=C(C(C)C)C=1)C.CC(C)([O-])C.[Na+]>C1(C)C=CC=CC=1.C1C=CC(/C=C/C(/C=C/C2C=CC=CC=2)=O)=CC=1.C1C=CC(/C=C/C(/C=C/C2C=CC=CC=2)=O)=CC=1.C1C=CC(/C=C/C(/C=C/C2C=CC=CC=2)=O)=CC=1.[Pd].[Pd].O.CCOC(C)=O>[CH3:22][C:23]1([CH3:38])[C:27]2=[N:28][CH:29]=[C:30]([N:32]3[CH2:37][CH2:36][O:35][CH2:34][CH2:33]3)[CH:31]=[C:26]2[N:25]([C:2]2[C:11]3[C:6](=[CH:7][C:8]([F:12])=[CH:9][CH:10]=3)[N:5]=[C:4]([C:13]3[CH:18]=[C:17]([CH3:19])[CH:16]=[C:15]([CH3:20])[CH:14]=3)[C:3]=2[CH3:21])[CH2:24]1 |f:3.4,6.7.8.9.10|. Procedure: To a stirred solution of 4-chloro-2-(3,5-dimethylphenyl)-7-fluoro-3-methylquinoline (39 mg, 0.13 mmol), 4-(3,3-dimethyl-2,3-dihydro-1H-pyrrolo[3,2-b]pyridin-6-yl)morpholine (30 mg, 0.13 mmol) in toluene (1.5 mL) was added Pd2dba3 (12 mg, 0.013 mmol), XPhos (12 mg, 0.026 mmol) and sodium tert-butoxide (25 mg, 0.26 mmol) and the reaction was heated in the microwave for 1 h at 100° C. After this time the reaction was cooled to rt and treated with EtOAc (100 mL) and water (40 mL). The separated orga... Reactants: CCc1c(C)c2c(c(C(C)(C)C)c1CC=C(C)CCC(=O)OC)C(=O)OC2O[SiH](C)C, ClCCl, CO, O=[O+][O-], c1ccncc1. Product: CCc1c(C)c2c(c(C(C)(C)C)c1CC=O)C(=O)OC2O[SiH](C)C. RXN SMILES: [C:1]([CH3:2])([CH3:3])([CH3:4])[c:5]1[c:6]2[c:10]([c:11]([CH3:26])[c:12]([CH2:24][CH3:25])[c:13]1[CH2:14][CH:15]=[C:16]([CH3:17])[CH2:18][CH2:19][C:20]([O:21][CH3:22])=[O:23])[CH:9]([O:27][SiH:28]([CH3:29])[CH3:30])[O:8][C:7]2=[O:31].[CH2:43]([Cl:44])[Cl:45].[CH3:41][OH:42].[O-:38][O+:39]=[O:40].[cH:32]1[cH:33][cH:34][n:35][cH:36][cH:37]1>>[C:1]([CH3:2])([CH3:3])([CH3:4])[c:5]1[c:6]2[c:10]([c:11]([CH3:26])[c:12]([CH2:24][CH3:25])[c:13]1[CH2:14][CH:41]=[O:42])[CH:9]([O:27][SiH:28]([CH3:29])[CH3:30])[O:8][C:7]2=[O:31]. The reactants are S(=O)(Cl)Cl (thionyl chloride), FC=1C=CC=C2C(=CC(=NC12)C)CO ((8-fluoro-2-methylquinolin-4-yl)methanol). Solvent: C(Cl)(Cl)Cl (chloroform). Run at time 15 hour. Product: Cl.ClCC1=CC(=NC2=C(C=CC=C12)F)C (4-chloromethyl-8-fluoro-2-methylquinoline hydrochloride). Yield: 100.8%. RXN SMILES: S(Cl)([Cl:3])=O.[F:5][C:6]1[CH:7]=[CH:8][CH:9]=[C:10]2[C:15]=1[N:14]=[C:13]([CH3:16])[CH:12]=[C:11]2[CH2:17]O>C(Cl)(Cl)Cl>[ClH:3].[Cl:3][CH2:17][C:11]1[C:10]2[C:15](=[C:6]([F:5])[CH:7]=[CH:8][CH:9]=2)[N:14]=[C:13]([CH3:16])[CH:12]=1 |f:3.4|. Reported procedure: At 0° C., 0.75 mL (10.4 mmol) of thionyl chloride was dropped into a solution of 1.00 g (5.23 mmol) of (8-fluoro-2-methylquinolin-4-yl)methanol obtained in the above 1) in chloroform (12 mL) and stirred for 15 hours at room temperature. The reaction mixture was removed under a reduced pressure and then, the residue was washed with ethyl acetate to obtain 1.29 g (yield 100%) of 4-chloromethyl-8-fluoro-2-methylquinoline hydrochloride (XII-124). Its physical property is shown below. Reactants: CO (methanol), N1C(=NC2=C1C=CC=C2)SC2=C(C=CC=C2)C2=NC1=C(N2C)C=CC=C1 (2-[2-(1H-Benzimidazol-2-yl thio)phenyl]-1-methyl-1H-benzimidazole), ClC1=CC(=CC=C1)C(=O)OO (m-Chloroperbenzoic acid). Solvent: ClCCl (dichloromethane). The product is N1C(=NC2=C1C=CC=C2)S(=O)C2=C(C=CC=C2)C2=NC1=C(N2C)C=CC=C1 (2-[2-(1H-benzimidazol-2-yl sulphinyl)phenyl]-1-methyl-1H-benzimidazole). RXN SMILES: [NH:1]1[C:5]2[CH:6]=[CH:7][CH:8]=[CH:9][C:4]=2[N:3]=[C:2]1[S:10][C:11]1[CH:16]=[CH:15][CH:14]=[CH:13][C:12]=1[C:17]1[N:21]([CH3:22])[C:20]2[CH:23]=[CH:24][CH:25]=[CH:26][C:19]=2[N:18]=1.CO.ClC1C=CC=C(C(OO)=[O:37])C=1>ClCCl>[NH:1]1[C:5]2[CH:6]=[CH:7][CH:8]=[CH:9][C:4]=2[N:3]=[C:2]1[S:10]([C:11]1[CH:16]=[CH:15][CH:14]=[CH:13][C:12]=1[C:17]1[N:21]([CH3:22])[C:20]2[CH:23]=[CH:24][CH:25]=[CH:26][C:19]=2[N:18]=1)=[O:37]. Reported procedure: The product of step (d) above (0.99 g) was dissolved in dichloromethane (60 ml) and methanol (5 ml) and cooled to -10°. 85% m-Chloroperbenzoic acid (0.56 g) was added and the whole was slowly warmed to room temperature with stirring. After 2 hours the reaction mixture was washed with metabisulphate solution, then bicarbonate solution and finally with brine, dried over magnesium sulphate and evaporated to dryness in vacuo and the residue was purified by flash chromatography (SiO2 /CH2Cl2 2:3 ethy...